Dataset: the Open Reaction Database (ORD), a public repository of structured organic reaction records. Task: describe an organic reaction: reactants, conditions, products, and yield Starting materials: ice water, NC1=NC(=CC=C1[N+](=O)[O-])Cl (2-amino-6-chloro-3-nitropyridine), O1CCOCC1 (dioxane), N1CC(CC1)O (3-pyrrolidinol). The solvent is O (water). Run at time 1 hour. The product is NC1=C(C=CC(=N1)N1CC(CC1)O)[N+](=O)[O-] (N-(6-amino-5-nitropyridin-2-yl)-3-hydroxypyrrolidine). Isolated yield 87.7%. RXN SMILES: [NH2:1][C:2]1[C:7]([N+:8]([O-:10])=[O:9])=[CH:6][CH:5]=[C:4](Cl)[N:3]=1.O1CCOCC1.[NH:18]1[CH2:22][CH2:21][CH:20]([OH:23])[CH2:19]1>O>[NH2:1][C:2]1[N:3]=[C:4]([N:18]2[CH2:22][CH2:21][CH:20]([OH:23])[CH2:19]2)[CH:5]=[CH:6][C:7]=1[N+:8]([O-:10])=[O:9]. Reported procedure: 2 g (0.012 mol) of 2-amino-6-chloro-3-nitropyridine, 30 ml of dioxane and 10 ml of water, and 1.8 g of 3-pyrrolidinol are charged to a fully equipped round-bottomed flask. The mixture is brought to 70° C. for one hour with stirring and then the mixture is poured onto an ice/water mixture with stirring. The precipitate formed is filtered off and dried. 2.36 g of yellow powder are obtained, Yd=87.4%. Reactants: CS(=O)(=O)Cl, ClCCl, CC(C)(C)OC(=O)NC1CCN(Cc2cccc(N)c2)C1, O, c1ccncc1. Product: CC(C)(C)OC(=O)NC1CCN(Cc2cccc(NS(C)(=O)=O)c2)C1. Reaction SMILES: [CH3:28][S:29]([Cl:30])(=[O:31])=[O:32].[Cl:34][CH2:35][Cl:36].[NH2:1][c:2]1[cH:3][c:4]([CH2:5][N:6]2[CH2:7][CH:8]([NH:11][C:12]([O:13][C:14]([CH3:15])([CH3:16])[CH3:17])=[O:18])[CH2:9][CH2:10]2)[cH:19][cH:20][cH:21]1.[OH2:33].[cH:22]1[cH:23][cH:24][n:25][cH:26][cH:27]1>>[NH:1]([c:2]1[cH:3][c:4]([CH2:5][N:6]2[CH2:7][CH:8]([NH:11][C:12]([O:13][C:14]([CH3:15])([CH3:16])[CH3:17])=[O:18])[CH2:9][CH2:10]2)[cH:19][cH:20][cH:21]1)[S:29]([CH3:28])(=[O:31])=[O:32]. Conditions: time 18 hour. RXN SMILES: [O:1]([CH2:8][CH2:9][CH2:10][CH2:11]Br)[C:2]1[CH:7]=[CH:6][CH:5]=[CH:4][CH:3]=1.[C:13]([O-:16])(=[S:15])[CH3:14].[K+]>CS(C)=O>[C:13]([S:15][CH2:11][CH2:10][CH2:9][CH2:8][O:1][C:2]1[CH:7]=[CH:6][CH:5]=[CH:4][CH:3]=1)(=[O:16])[CH3:14] |f:1.2|. The reactants are O(C1=CC=CC=C1)CCCCBr (4-Phenoxybutyl bromide), C(C)(=S)[O-].[K+] (potassium thioacetate). Solvent: CS(=O)C (dimethyl sulfoxide). Isolated yield 98.6%. Product: C(C)(=O)SCCCCOC1=CC=CC=C1 (1-acetylthio-4-phenoxybutane). Reported procedure: 4-Phenoxybutyl bromide (5.73 g) was dissolved in dimethyl sulfoxide, and potassium thioacetate (10.71 g) was added thereto, followed by stirring at room temperature for 18 hours. The reaction solution was subjected to partitioning between ethyl acetate and water, and the organic layer was successively washed with water and a satureted saline, dried over anhydrous magnesium sulfate, and concentrated under reduced pressure. The residue was purified by silica gel column chromatography to give 1-ace... The reactants are [Br-], O=C(c1ccc(Br)c(F)c1)N1CCOCC1, C1CCOC1, C[Mg+]. Product: CC(=O)c1ccc(Br)c(F)c1. Reaction SMILES: [Br-:17].[Br:1][c:2]1[c:3]([F:16])[cH:4][c:5]([C:8](=[O:9])[N:10]2[CH2:11][CH2:12][O:13][CH2:14][CH2:15]2)[cH:6][cH:7]1.[CH2:20]1[O:21][CH2:22][CH2:23][CH2:24]1.[CH3:18][Mg+:19]>>[Br:1][c:2]1[c:3]([F:16])[cH:4][c:5]([C:8](=[O:9])[CH3:18])[cH:6][cH:7]1. Starting materials: CCCOc1cccnc1C(=O)NC1(C(=O)OCC)Cc2ccccc2C1, C1COCCO1, CO, O. Product: CCCOc1cccnc1C(=O)NC1(C(=O)O)Cc2ccccc2C1. RXN SMILES: [CH2:1]([CH3:2])[O:3][C:4](=[O:5])[C:6]1([NH:15][C:16](=[O:17])[c:18]2[n:19][cH:20][cH:21][cH:22][c:23]2[O:24][CH2:25][CH2:26][CH3:27])[CH2:7][c:8]2[cH:9][cH:10][cH:11][cH:12][c:13]2[CH2:14]1.[CH2:28]1[O:29][CH2:30][CH2:31][O:32][CH2:33]1.[CH3:34][OH:35].[OH2:36]>>[O:3]=[C:4]([OH:5])[C:6]1([NH:15][C:16](=[O:17])[c:18]2[n:19][cH:20][cH:21][cH:22][c:23]2[O:24][CH2:25][CH2:26][CH3:27])[CH2:7][c:8]2[cH:9][cH:10][cH:11][cH:12][c:13]2[CH2:14]1. Yields the product NCCN1N=CC(=C1)NC(=O)C=1N=COC1C=1C=C(C=CC1)C (N-(1-(2-Aminoethyl)-1H-pyrazol-4-yl)-5-(m-tolyl)oxazole-4-carboxamide). Reactants: C(C)(C)(C)OC(NCCN1N=CC(=C1)NC(=O)C=1N=COC1C=1C=C(C=CC1)C)=O (tert-butyl(2-(4-(5-(m-tolyl)oxazole-4-carboxamido)-1H-pyrazol-1-yl)ethyl)carbamate), C(=O)(C(F)(F)F)O (TFA). Reaction conditions: time 1 hour. Run in C(Cl)Cl (DCM). Reaction SMILES: C(OC(=O)[NH:7][CH2:8][CH2:9][N:10]1[CH:14]=[C:13]([NH:15][C:16]([C:18]2[N:19]=[CH:20][O:21][C:22]=2[C:23]2[CH:24]=[C:25]([CH3:29])[CH:26]=[CH:27][CH:28]=2)=[O:17])[CH:12]=[N:11]1)(C)(C)C.C(O)(C(F)(F)F)=O>C(Cl)Cl>[NH2:7][CH2:8][CH2:9][N:10]1[CH:14]=[C:13]([NH:15][C:16]([C:18]2[N:19]=[CH:20][O:21][C:22]=2[C:23]2[CH:24]=[C:25]([CH3:29])[CH:26]=[CH:27][CH:28]=2)=[O:17])[CH:12]=[N:11]1. Procedure details: To a suspension of tert-butyl(2-(4-(5-(m-tolyl)oxazole-4-carboxamido)-1H-pyrazol-1-yl)ethyl)carbamate (4.29 g, 10.426 mmol) in DCM (60 mL), TFA (12 mL, 156.39 mmol) was added at 0° C. After strring for 1 h at rt, the reaction mixture was concentrated. The residue was dissolved in DCM and 2 N aq. NaOH-solution was added. The org. layer was separated and the aq. layer was extracted with DCM (2×). The combined org. layers were dried (MgSO4), filtered and the solvent removed to yield the title compo... The reactants are C([O-])([O-])=O.[K+].[K+] (potassium carbonate), methyl ester, C(C=1C(N)=CC=CC1)(=O)O (anthranilic acid), COC1=C(C=CC=C1)CC(=O)Cl (2-Methoxyphenylacetic acid chloride). Run in CC(=O)C (acetone). Conditions: time 4 hour. Yields the product COC(C=1C(NC(CC2=C(C=CC=C2)OC)=O)=CC=CC1)=O (N-(2-methoxyphenylacetyl)-anthranilic acid methyl ester). The yield is 78.0%. RXN SMILES: [C:1](=O)([O-])[O-].[K+].[K+].[C:7]([OH:16])(=[O:15])[C:8]1[C:9](=[CH:11][CH:12]=[CH:13][CH:14]=1)[NH2:10].[CH3:17][O:18][C:19]1[CH:24]=[CH:23][CH:22]=[CH:21][C:20]=1[CH2:25][C:26](Cl)=[O:27]>CC(C)=O>[CH3:1][O:15][C:7](=[O:16])[C:8]1[C:9](=[CH:11][CH:12]=[CH:13][CH:14]=1)[NH:10][C:26](=[O:27])[CH2:25][C:20]1[CH:21]=[CH:22][CH:23]=[CH:24][C:19]=1[O:18][CH3:17] |f:0.1.2|. Procedure details: To a mixed solution of acetone (300 ml) and a 6% aqueous potassium carbonate solution (200 ml) there were added 10.2 g (67 mmol) of methyl ester of anthranilic acid. 12.5 g (67 mmol) of 2-Methoxyphenylacetic acid chloride were added dropwise under cooling thereto and the resulting reaction mixture was stirred at room temperature for 4 hours. The resulting precipitates were collected by filtration to obtain 15.7 g (yield 78%) of N-(2-methoxyphenylacetyl)-anthranilic acid methyl ester.